From a dataset of the Open Reaction Database (ORD), a public repository of structured organic reaction records. describe an organic reaction: reactants, conditions, products, and yield Reactants: Cc1ccc(Br)c(F)n1, OCC(F)(F)F. The product is Fc1nc(COCC(F)(F)F)ccc1Br. Reaction SMILES: [Br:1][c:2]1[c:3]([F:9])[n:4][c:5]([CH3:8])[cH:6][cH:7]1.[OH:10][CH2:11][C:12]([F:13])([F:14])[F:15]>>[Br:1][c:2]1[c:3]([F:9])[n:4][c:5]([CH2:8][O:10][CH2:11][C:12]([F:13])([F:14])[F:15])[cH:6][cH:7]1. The reactants are Cl.O1CCOCC1 (HCl dioxane), CCCCCC (hexane), BrC=1C=C(N(C1)NC(OC(C)(C)C)=O)C#N (tert-Butyl (4-bromo-2-cyano-1H-pyrrol-1-yl)carbamate), O1CCOCC1 (1,4-dioxane). The solvent is C(C)OCC (diethyl ether). Conditions: temperature 0 celsius, time 2 hour. Yields the product Cl.NN1C(=CC(=C1)Br)C#N (1-Amino-4-bromo-1H-pyrrole-2-carbonitrile hydrochloride), white solid. Isolated yield 93.0%. As a reaction SMILES: [Br:1][C:2]1[CH:3]=[C:4]([C:15]#[N:16])[N:5]([NH:7]C(=O)OC(C)(C)C)[CH:6]=1.O1CCOCC1.[ClH:23].O1CCOCC1.CCCCCC>C(OCC)C>[ClH:23].[NH2:7][N:5]1[CH:6]=[C:2]([Br:1])[CH:3]=[C:4]1[C:15]#[N:16] |f:2.3,6.7|. Procedure details: A 1 L, 3-neck flask was fitted with a mechanical stirrer, nitrogen inlet, thermocouple and thermocontroller, cooling bath and an addition funnel. tert-Butyl (4-bromo-2-cyano-1H-pyrrol-1-yl)carbamate (19 g, 66 mmol) was added and dissolved with 1,4-dioxane (50 mL), then the stirred orange solution was cooled to 0° C. and HCl/dioxane (4N, 100 mL, 8 eq.) was slowly added from the addition funnel, maintaining an internal temperature around 25° C. After 2 hours, the solution became cloudy and stirrin... RXN SMILES: [Br:16][CH2:17][CH2:18][Br:19].[C:1](#[N:2])[CH2:3][c:4]1[cH:5][c:6]([C:7](=[O:8])[O:9][CH3:10])[cH:11][cH:12][cH:13]1.[CH3:20][S:21](=[O:22])[CH3:23].[H-:14].[Na+:15]>>[C:1](#[N:2])[C:3]1([c:4]2[cH:5][c:6]([C:7](=[O:8])[O:9][CH3:10])[cH:11][cH:12][cH:13]2)[CH2:17][CH2:18]1. The reactants are BrCCBr, COC(=O)c1cccc(CC#N)c1, CS(C)=O, [H-], [Na+]. Yields the product COC(=O)c1cccc(C2(C#N)CC2)c1. The reactants are Cl (hydrochloric acid), [H-].[Na+] (sodium hydride), CO (methanol), BrC(CBr)C1=C(C(=NC(=C1C(=O)OC)C(F)F)C(F)(F)F)C(=O)OCC (3-ethyl 5-methyl 4-(1, 2-dibromoethyl)-6-(difluoromethyl)-2-(trifluoromethyl)-3,5-pyridinedicarboxylate). Run in C1CCOC1 (THF), C1CCOC1 (THF). Reaction conditions: temperature 5 celsius, time 2 hour. Yields the product BrC(=C)C1=C(C(=NC(=C1C(=O)OC)C(F)F)C(F)(F)F)C(=O)OCC (3-ethyl 5-methyl 4-(1-bromoethenyl)-6-(difluoromethyl)-2-(trifluoromethyl)-3,5-pyridinedicarboxylate). The yield is 33.9%. RXN SMILES: [H-].[Na+].CO.[Br:5][CH:6]([C:9]1[C:14]([C:15]([O:17][CH3:18])=[O:16])=[C:13]([CH:19]([F:21])[F:20])[N:12]=[C:11]([C:22]([F:25])([F:24])[F:23])[C:10]=1[C:26]([O:28][CH2:29][CH3:30])=[O:27])[CH2:7]Br.Cl>C1COCC1>[Br:5][C:6]([C:9]1[C:14]([C:15]([O:17][CH3:18])=[O:16])=[C:13]([CH:19]([F:21])[F:20])[N:12]=[C:11]([C:22]([F:23])([F:24])[F:25])[C:10]=1[C:26]([O:28][CH2:29][CH3:30])=[O:27])=[CH2:7] |f:0.1|. Procedure: To a stirred mixture of 0.49 g (0.012 mole) of 60% sodium hydride in oil dispersion and 4 ml of anhydrous THF is added 10 ml of methanol under nitrogen. The reaction mixture is cooled with an ice bath to 5° C. then treated slowly with a solution of 3.0 g (0.0058 mole) of product of Example 128 in 2 ml of anhydrous THF, while the reaction mixture is maintained below 15° C. The mixture is stirred at 0° C. for 2 hours and poured into 180 ml of 1% hydrochloric acid then extracted three times with 50... Reactants: COc1cc(Oc2nc(-c3ccc([N+](=O)[O-])cc3)nn3c(C)nc(C)c23)cc(OC)c1OC, CO, [H][H]. The product is COc1cc(Oc2nc(-c3ccc(N)cc3)nn3c(C)nc(C)c23)cc(OC)c1OC. As a reaction SMILES: [CH3:1][c:2]1[n:3][c:4]([CH3:33])[n:5]2[n:6][c:7](-[c:24]3[cH:25][cH:26][c:27]([N+:30]([O-:31])=[O:32])[cH:28][cH:29]3)[n:8][c:9]([O:11][c:12]3[cH:13][c:14]([O:22][CH3:23])[c:15]([O:20][CH3:21])[c:16]([O:18][CH3:19])[cH:17]3)[c:10]12.[CH3:36][OH:37].[H:34][H:35]>>[CH3:1][c:2]1[n:3][c:4]([CH3:33])[n:5]2[n:6][c:7](-[c:24]3[cH:25][cH:26][c:27]([NH2:30])[cH:28][cH:29]3)[n:8][c:9]([O:11][c:12]3[cH:13][c:14]([O:22][CH3:23])[c:15]([O:20][CH3:21])[c:16]([O:18][CH3:19])[cH:17]3)[c:10]12. The reactants are BrCc1ccccc1, [H-], [Na+], C1CCOC1, O, OCCOCCOCCOCCOCCOCCO. Product: OCCOCCOCCOCCOCCOCCOCc1ccccc1. RXN SMILES: [Br:22][CH2:23][c:24]1[cH:25][cH:26][cH:27][cH:28][cH:29]1.[H-:1].[Na+:2].[O:30]1[CH2:31][CH2:32][CH2:33][CH2:34]1.[OH2:35].[OH:3][CH2:4][CH2:5][O:6][CH2:7][CH2:8][O:9][CH2:10][CH2:11][O:12][CH2:13][CH2:14][O:15][CH2:16][CH2:17][O:18][CH2:19][CH2:20][OH:21]>>[OH:3][CH2:4][CH2:5][O:6][CH2:7][CH2:8][O:9][CH2:10][CH2:11][O:12][CH2:13][CH2:14][O:15][CH2:16][CH2:17][O:18][CH2:19][CH2:20][O:21][CH2:23][c:24]1[cH:25][cH:26][cH:27][cH:28][cH:29]1. Starting materials: C(C)OC(=O)C=1C(=NC(=NC1)SC)N(N)C (4-(N-Methyl-hydrazino)-2-methylsulfanyl-pyrimidine-5-carboxylic acid ethyl ester), [OH-].[K+] (potassium hydroxide). Solvent: C(C)(=O)O (acetic acid). Product: CN1NC(C=2C1=NC(=NC2)SC)=O (1-methyl-6-methylsulfanyl-1,2-dihydro-pyrazolo[3,4-d]pyrimidin-3-one). The yield is 93.8%. As a reaction SMILES: C([O:3][C:4]([C:6]1[C:7]([N:14]([CH3:16])[NH2:15])=[N:8][C:9]([S:12][CH3:13])=[N:10][CH:11]=1)=O)C.[OH-].[K+]>C(O)(=O)C>[CH3:16][N:14]1[C:7]2=[N:8][C:9]([S:12][CH3:13])=[N:10][CH:11]=[C:6]2[C:4](=[O:3])[NH:15]1 |f:1.2|. Reported procedure: 4-(N-Methyl-hydrazino)-2-methylsulfanyl-pyrimidine-5-carboxylic acid ethyl ester (6.0 g, 0.025 mol) was added to a 10% aqueous potassium hydroxide solution. The reaction mixture was heated to reflux for 15 minutes, and then cooled to room temperature. The system was acidified with a 25% aqueous acetic acid solution and the formed product was isolated by filtration. Crude product was recrystalized from a 3:1 ethanol-water mixture to give 4.6 g (95%) of pure 1-methyl-6-methylsulfanyl-1,2-dihydro-p... The reactants are CC(=O)O[BH-](OC(C)=O)OC(C)=O, C1CCNCC1, CC(Cl)Cl, [K+], [Na+], O=CC1CCN(c2ccccc2CN2CCOCC2)CC1, [OH-]. Product: c1ccc(N2CCC(CN3CCCCC3)CC2)c(CN2CCOCC2)c1. As a reaction SMILES: [C:28]([O:29][BH-:30]([O:31][C:32](=[O:33])[CH3:34])[O:35][C:36](=[O:37])[CH3:38])(=[O:39])[CH3:40].[CH2:22]1[CH2:23][CH2:24][NH:25][CH2:26][CH2:27]1.[Cl:44][CH:45]([Cl:46])[CH3:47].[K+:43].[Na+:41].[O:1]1[CH2:2][CH2:3][N:4]([CH2:7][c:8]2[c:9]([N:14]3[CH2:15][CH2:16][CH:17]([CH:20]=[O:21])[CH2:18][CH2:19]3)[cH:10][cH:11][cH:12][cH:13]2)[CH2:5][CH2:6]1.[OH-:42]>>[O:1]1[CH2:2][CH2:3][N:4]([CH2:7][c:8]2[c:9]([N:14]3[CH2:15][CH2:16][CH:17]([CH2:20][N:25]4[CH2:24][CH2:23][CH2:22][CH2:27][CH2:26]4)[CH2:18][CH2:19]3)[cH:10][cH:11][cH:12][cH:13]2)[CH2:5][CH2:6]1. The reactants are C1(=CC=CC=C1)CCCN1C[C@H](CCC1)C1=CC(=CC=C1)OC ((R)-1-(3-phenylpropyl)-3-(3-methoxyphenyl)piperidine), Br (hydrobromic acid), C(C)O (C2H5OH), product. Run in C(C)(=O)O (acetic acid). Yields the product Br.C1(=CC=CC=C1)CCCN1C[C@H](CCC1)C1=CC(=CC=C1)O ((R)(+)-1-(3-Phenylpropyl)-3-(3-hydroxyphenyl)piperidine Hydrobromide). Isolated yield 16.0%. RXN SMILES: [C:1]1([CH2:7][CH2:8][CH2:9][N:10]2[CH2:15][CH2:14][CH2:13][C@H:12]([C:16]3[CH:21]=[CH:20][CH:19]=[C:18]([O:22]C)[CH:17]=3)[CH2:11]2)[CH:6]=[CH:5][CH:4]=[CH:3][CH:2]=1.[BrH:24].C(O)C>C(O)(=O)C>[BrH:24].[C:1]1([CH2:7][CH2:8][CH2:9][N:10]2[CH2:15][CH2:14][CH2:13][C@H:12]([C:16]3[CH:21]=[CH:20][CH:19]=[C:18]([OH:22])[CH:17]=3)[CH2:11]2)[CH:2]=[CH:3][CH:4]=[CH:5][CH:6]=1 |f:4.5|. Reported procedure: The title compound was prepared in 16% yield from the (R)-1-(3-phenylpropyl)-3-(3-methoxyphenyl)piperidine from Preparation 4 by treatment with 48% aqueous hydrobromic acid in glacial acetic acid, using the procedure of Example 3. The product melted at 181°-183° C., [alpha]D25 =+10.4° (c=1; C2H5OH). Starting materials: BrC=1C=C(C=2C=NN(C2C1)CCC)C(=O)O (6-bromo-1-propyl-1H-indazole-4-carboxylic acid), NCC=1C(NC(=CC1CCC)C)=O (3-aminomethyl-6-methyl-4-propyl-1H-pyridin-2-one). Yields the product BrC=1C=C(C=2C=NN(C2C1)CCC)C(=O)NCC=1C(NC(=CC1CCC)C)=O (6-bromo-N-((6-methyl-2-oxo-4-propyl-1,2-dihydropyridin-3-yl)methyl)-1-propyl-1H-indazole-4-carboxamide). Isolated yield 42.4%. RXN SMILES: [Br:1][C:2]1[CH:3]=[C:4]([C:14]([OH:16])=O)[C:5]2[CH:6]=[N:7][N:8]([CH2:11][CH2:12][CH3:13])[C:9]=2[CH:10]=1.[NH2:17][CH2:18][C:19]1[C:20](=[O:29])[NH:21][C:22]([CH3:28])=[CH:23][C:24]=1[CH2:25][CH2:26][CH3:27]>>[Br:1][C:2]1[CH:3]=[C:4]([C:14]([NH:17][CH2:18][C:19]2[C:20](=[O:29])[NH:21][C:22]([CH3:28])=[CH:23][C:24]=2[CH2:25][CH2:26][CH3:27])=[O:16])[C:5]2[CH:6]=[N:7][N:8]([CH2:11][CH2:12][CH3:13])[C:9]=2[CH:10]=1. Procedure: The title compound was prepared in the same manner as described for example 42 (step b, part 2) from 6-bromo-1-propyl-1H-indazole-4-carboxylic acid (300 mg, 1.06 mmol) and 3-aminomethyl-6-methyl-4-propyl-1H-pyridin-2-one (190 mg, 1.06 mmol). The crude product was triturated with diethyl ether (10 mL) and n-pentane (10 mL) to afford the title compound as a white solid (200 mg, 42.5%). 1H NMR (400 MHz, DMSO-d6): δ 0.88 (t, 3H), 0.90 (t, 3H), 1.48-1.46 (t, 2H), 1.86-1.80 (m, 2H), 2.13 (s, 3H), 2.50...